From a dataset of the Open Reaction Database (ORD), a public repository of structured organic reaction records. describe an organic reaction: reactants, conditions, products, and yield The reactants are FC1=CC(=C(C=C1)NC([C@H](C)NC1=C2N=CN(C2=NC=N1)C1OCCCC1)=O)NC1=NC=CN=C1 ((S)—N-[4-Fluoro-2-(pyrazin-2-ylamino)phenyl]-2-[9-(tetrahydropyran-2-yl)-9H-purin-6-ylamino]propionamide), [OH-].[Na+] (sodium hydroxide). The solvent is C(C)(=O)O (acetic acid). Reaction conditions: temperature 80 celsius. Yields the product FC=1C=CC2=C(N(C(=N2)C(C)NC2=C3NC=NC3=NC=N2)C2=NC=CN=C2)C1 ([1-(6-Fluoro-1-pyrazin-2-yl-1H-benzoimidazol-2-yl)-ethyl]-(7H-purin-6-yl)-amine). Isolated yield 38.1%. Reaction SMILES: [F:1][C:2]1[CH:7]=[CH:6][C:5]([NH:8][C:9](=O)[C@@H:10]([NH:12][C:13]2[N:21]=[CH:20][N:19]=[C:18]3[C:14]=2[N:15]=[CH:16][N:17]3C2CCCCO2)[CH3:11])=[C:4]([NH:29][C:30]2[CH:35]=[N:34][CH:33]=[CH:32][N:31]=2)[CH:3]=1.[OH-].[Na+]>C(O)(=O)C>[F:1][C:2]1[CH:7]=[CH:6][C:5]2[N:8]=[C:9]([CH:10]([NH:12][C:13]3[N:21]=[CH:20][N:19]=[C:18]4[C:14]=3[NH:15][CH:16]=[N:17]4)[CH3:11])[N:29]([C:30]3[CH:35]=[N:34][CH:33]=[CH:32][N:31]=3)[C:4]=2[CH:3]=1 |f:1.2|. Procedure: (S)—N-[4-Fluoro-2-(pyrazin-2-ylamino)phenyl]-2-[9-(tetrahydropyran-2-yl)-9H-purin-6-ylamino]propionamide (100 mg, 0.21 mmol) was dissolved in acetic acid (6.0 ml) and heated to 80° C. overnight. The reaction was cooled and neutralized with sodium hydroxide (1.0M aqueous) and the aqueous layer extracted with EtOAc (×3). The combined organic fractions were washed with brine, dried over sodium sulfate and concentrated in vacuo. The product was purified by chromatography (SiO2, 0-10% methanol in DCM... Reactants: CCN(C(C)C)C(C)C (DIPEA), FC1=C(C=CC(=C1)N1CCOCC1)N (2-fluoro-4-morpholin-4-yl-phenylamine), CN1CCN(CC1)C1=CC=C(C=C1)NC=1C=2N(C(=CN1)C=1C=C(SC1)C(=O)N)N=CN2 (4-{8-[4-(4-Methyl-piperazin-1-yl)-phenylamino]-[1,2,4]triazolo[1,5-a]pyrazin-5-yl}-thiophene-2-carboxylic acid amide), BrC1=CN=C(C=2N1N=CN2)Br (5,8-dibromo-[1,2,4]triazolo[1,5-a]pyrazine), N12CCN(CC1)CC2 (1,4-diazabicyclo[2.2.2]octane). The solvent is CC(C)O (2-propanol). Yields the product BrC1=CN=C(C=2N1N=CN2)NC2=C(C=C(C=C2)N2CCOCC2)F ((5-Bromo-[1,2,4]triazolo[1,5-a]pyrazin-8-yl)-(2-fluoro-4-morpholin-4-yl-phenyl)-amine), solid. Isolated yield 42.0%. RXN SMILES: CN1CCN(C2C=CC(NC3C4N(N=CN=4)C(C4C=C(C(N)=O)SC=4)=CN=3)=CC=2)CC1.[Br:32][C:33]1[N:38]2[N:39]=[CH:40][N:41]=[C:37]2[C:36](Br)=[N:35][CH:34]=1.[F:43][C:44]1[CH:49]=[C:48]([N:50]2[CH2:55][CH2:54][O:53][CH2:52][CH2:51]2)[CH:47]=[CH:46][C:45]=1[NH2:56].CCN(C(C)C)C(C)C.N12CCN(CC1)CC2>CC(O)C>[Br:32][C:33]1[N:38]2[N:39]=[CH:40][N:41]=[C:37]2[C:36]([NH:56][C:45]2[CH:46]=[CH:47][C:48]([N:50]3[CH2:51][CH2:52][O:53][CH2:54][CH2:55]3)=[CH:49][C:44]=2[F:43])=[N:35][CH:34]=1. Procedure: This compound may be prepared using methods as described for Compound 6, step 1, using 5,8-dibromo-[1,2,4]triazolo[1,5-a]pyrazine (0.105 g, 0.89 mmol), 2-fluoro-4-morpholin-4-yl-phenylamine (93 mg, 0.474 mmol), DIPEA (0.123 mL, 0.706 mmol) and 1,4-diazabicyclo[2.2.2]octane (53 mg, 0.472 mmol) in 2-propanol (2 mL). The reaction mixture is partitioned between DCM and 10% citric acid (aq) solution, the organic layer is separated and washed with 10% citric acid solution, water and brine, dried over ... Reactants: N-Alkyl, ClC1=CC(=CC=C1)C(=O)OO (m-chloroperbenzoic acid), ferrous chloride, tertiary amines, COC1=CC=C(CC2N(CCC=3CCCCC23)C)C=C1 ((-)-1-(p-methoxybenzyl)-2-methyl-1,2,3,4,5,6,7,8-octahydroisoquinoline). Run in C(Cl)Cl (methylene chloride). Product: COC1=CC=C(CC2NCCC=3CCCCC23)C=C1 ((+)-1-(p-methoxybenzyl)-1,2,3,4,5,6,7,8-octahydroisoquinoline). RXN SMILES: [CH3:1][O:2][C:3]1[CH:20]=[CH:19][C:6]([CH2:7][CH:8]2[C:17]3[CH2:16][CH2:15][CH2:14][CH2:13][C:12]=3[CH2:11][CH2:10][N:9]2C)=[CH:5][CH:4]=1.ClC1C=CC=C(C(OO)=O)C=1>C(Cl)Cl>[CH3:1][O:2][C:3]1[CH:4]=[CH:5][C:6]([CH2:7][CH:8]2[C:17]3[CH2:16][CH2:15][CH2:14][CH2:13][C:12]=3[CH2:11][CH2:10][NH:9]2)=[CH:19][CH:20]=1. Reported procedure: N-Alkyl allylic tertiary amines are dealkylated as illustrated by treatment of (-)-1-(p-methoxybenzyl)-2-methyl-1,2,3,4,5,6,7,8-octahydroisoquinoline in cold methylene chloride with m-chloroperbenzoic acid followed by the addition of aqueous ferrous chloride to provide a good yield of (+)-1-(p-methoxybenzyl)-1,2,3,4,5,6,7,8-octahydroisoquinoline with substantial if not complete retention of optical activity. The product is an intermediate in a synthesis of the analgesic known as butorphanol. Starting materials: CO, O=Cc1cc2nc(Cl)nc(N3CCOCC3)c2s1, C1CC(N2CCOCC2)CCN1. The product is Clc1nc(N2CCOCC2)c2sc(CN3CCC(N4CCOCC4)CC3)cc2n1. As a reaction SMILES: [CH3:31][OH:32].[Cl:1][c:2]1[n:3][c:4]([N:13]2[CH2:14][CH2:15][O:16][CH2:17][CH2:18]2)[c:5]2[c:6]([n:7]1)[cH:8][c:9]([CH:11]=[O:12])[s:10]2.[NH:19]1[CH2:20][CH2:21][CH:22]([N:25]2[CH2:26][CH2:27][O:28][CH2:29][CH2:30]2)[CH2:23][CH2:24]1>>[Cl:1][c:2]1[n:3][c:4]([N:13]2[CH2:14][CH2:15][O:16][CH2:17][CH2:18]2)[c:5]2[c:6]([n:7]1)[cH:8][c:9]([CH2:11][N:19]1[CH2:20][CH2:21][CH:22]([N:25]3[CH2:26][CH2:27][O:28][CH2:29][CH2:30]3)[CH2:23][CH2:24]1)[s:10]2. Reactants: CC(=O)O, CCCCCCCCCCCCc1ccsc1, ClC(Cl)Cl, O=C1CCC(=O)N1Br, O. The product is CCCCCCCCCCCCc1ccsc1Br. RXN SMILES: [C:31]([OH:32])(=[O:33])[CH3:34].[CH2:1]([CH2:2][CH2:3][CH2:4][CH2:5][CH2:6][CH2:7][CH2:8][CH2:9][CH2:10][CH2:11][CH3:12])[c:13]1[cH:14][s:15][cH:16][cH:17]1.[Cl:27][CH:28]([Cl:29])[Cl:30].[O:18]=[C:19]1[N:20]([Br:25])[C:21](=[O:22])[CH2:23][CH2:24]1.[OH2:26]>>[CH2:1]([CH2:2][CH2:3][CH2:4][CH2:5][CH2:6][CH2:7][CH2:8][CH2:9][CH2:10][CH2:11][CH3:12])[c:13]1[c:14]([Br:25])[s:15][cH:16][cH:17]1.